From a dataset of the Open Reaction Database (ORD), a public repository of structured organic reaction records. describe an organic reaction: reactants, conditions, products, and yield Reactants: CCC1=C[C@@H]2C[C@@](C3=C(CCN(C2)C1)C4=CC=CC=C4N3)(C5=C(C=C6C(=C5)[C@]78CCN9[C@H]7[C@@](C=CC9)([C@H]([C@@]([C@@H]8N6C)(C(=O)OC)O)OC(=O)C)CC)OC)C(=O)OC (3',4'-anhydro-vinblastine), [Na] (sodium), O1CCCC1 (tetrahydrofuran). The product is CC[C@]12CN3CCC=4C=5C=CC=CC5NC4[C@](C[C@H](C3)[C@H]1O2)(C=6C=C7C(=CC6OC)N([C@@H]8[C@]79CCN1[C@H]9[C@@](C=CC1)([C@H]([C@@]8(C(=O)OC)O)OC(=O)C)CC)C)C(=O)OC (Leurosine). RXN SMILES: [CH3:1][CH2:2][C:3]1[CH2:14][N:12]2[CH2:13][C@@H:5]([CH2:6][C@:7]([C:55]([O:57][CH3:58])=[O:56])([C:22]3[CH:27]=[C:26]4[C@@:28]56[C@@H:39]([N:40]([CH3:41])[C:25]4=[CH:24][C:23]=3[O:53][CH3:54])[C@@:38]([OH:46])([C:42]([O:44][CH3:45])=[O:43])[C@H:37]([O:47][C:48]([CH3:50])=[O:49])[C@:33]3([CH2:51][CH3:52])[CH:34]=[CH:35][CH2:36][N:31]([C@H:32]53)[CH2:30][CH2:29]6)[C:8]3[NH:21][C:20]4[C:15](=[CH:16][CH:17]=[CH:18][CH:19]=4)[C:9]=3[CH2:10][CH2:11]2)[CH:4]=1.[Na].[O:60]1CCCC1>>[CH3:1][CH2:2][C@@:3]12[O:60][C@@H:4]1[C@H:5]1[CH2:13][N:12]([CH2:11][CH2:10][C:9]3[C:15]4[CH:16]=[CH:17][CH:18]=[CH:19][C:20]=4[NH:21][C:8]=3[C@@:7]([C:55]([O:57][CH3:58])=[O:56])([C:22]3[CH:27]=[C:26]4[C@:28]56[C@@H:32]7[C@:33]([CH2:51][CH3:52])([C@@H:37]([O:47][C:48]([CH3:50])=[O:49])[C@:38]([OH:46])([C:42]([O:44][CH3:45])=[O:43])[C@@H:39]5[N:40]([CH3:41])[C:25]4=[CH:24][C:23]=3[O:53][CH3:54])[CH:34]=[CH:35][CH2:36][N:31]7[CH2:30][CH2:29]6)[CH2:6]1)[CH2:14]2 |^1:58|. Procedure: To a solution of 50 mg. of 3',4'-anhydro-vinblastine in 5 ml. of tetrahydrofuran 50 mg. of a 15% aqueous sodium hychlorite solution is added.